From a dataset of the Open Reaction Database (ORD), a public repository of structured organic reaction records. describe an organic reaction: reactants, conditions, products, and yield The reactants are Cc1ccccc1, CC#N, O=C=Nc1ccc(F)cc1, N#Cc1cc2c(Oc3ccc(N)cc3)ccnc2cc1OCc1ccccc1. Yields the product N#Cc1cc2c(Oc3ccc(NC(=O)Nc4ccc(F)cc4)cc3)ccnc2cc1OCc1ccccc1. As a reaction SMILES: [CH3:39][c:40]1[cH:41][cH:42][cH:43][cH:44][cH:45]1.[CH3:46][C:47]#[N:48].[F:29][c:30]1[cH:31][cH:32][c:33]([N:36]=[C:37]=[O:38])[cH:34][cH:35]1.[NH2:1][c:2]1[cH:3][cH:4][c:5]([O:6][c:7]2[cH:8][cH:9][n:10][c:11]3[cH:12][c:13]([O:19][CH2:20][c:21]4[cH:22][cH:23][cH:24][cH:25][cH:26]4)[c:14]([C:17]#[N:18])[cH:15][c:16]23)[cH:27][cH:28]1>>[NH:1]([c:2]1[cH:3][cH:4][c:5]([O:6][c:7]2[cH:8][cH:9][n:10][c:11]3[cH:12][c:13]([O:19][CH2:20][c:21]4[cH:22][cH:23][cH:24][cH:25][cH:26]4)[c:14]([C:17]#[N:18])[cH:15][c:16]23)[cH:27][cH:28]1)[C:37]([NH:36][c:33]1[cH:32][cH:31][c:30]([F:29])[cH:35][cH:34]1)=[O:38].